This data is from the Open Reaction Database (ORD), a public repository of structured organic reaction records. The task is: describe an organic reaction: reactants, conditions, products, and yield Starting materials: OC1CNS(C2=C1C=C(S2)S(=O)(=O)NC(C)(C)C)(=O)=O (3,4-Dihydro-4-hydroxy-N-(1,1-dimethylethyl)-2H-thieno[3,2-e]-1,2-thiazine-6-sulfonamide 1,1-dioxide), [H-].[Na+] (sodium hydride), suspension, COCCBr (2-bromoethyl methyl ether). Solvent: O (water). Conditions: time 18 hour. The product is OC1CN(S(C2=C1C=C(S2)S(=O)(=O)NC(C)(C)C)(=O)=O)CCOC (3,4-Dihydro-4-hydroxy-N-(1,1-dimethylethyl)-2-(2-methoxyethyl)-2H-thieno[3,2-e]-1,2-thiazine-6-sulfonamide 1,1-dioxide). Isolated yield 99.8%. Reaction SMILES: [OH:1][CH:2]1[C:7]2[CH:8]=[C:9]([S:11]([NH:14][C:15]([CH3:18])([CH3:17])[CH3:16])(=[O:13])=[O:12])[S:10][C:6]=2[S:5](=[O:20])(=[O:19])[NH:4][CH2:3]1.[H-].[Na+].[CH3:23][O:24][CH2:25][CH2:26]Br>O>[OH:1][CH:2]1[C:7]2[CH:8]=[C:9]([S:11]([NH:14][C:15]([CH3:16])([CH3:17])[CH3:18])(=[O:12])=[O:13])[S:10][C:6]=2[S:5](=[O:20])(=[O:19])[N:4]([CH2:26][CH2:25][O:24][CH3:23])[CH2:3]1 |f:1.2|. Reported procedure: The product from Step F (0.3 g, 0.88 mmol) was added to a suspension of sodium hydride (0.05 g of a 60% suspension in mineral oil, rinsed once with hexane, 1.25 mmol) in DMF (5 mL) at 0° C. The cooling bath was removed and the mixture was stirred for one hour at which point 2-bromoethyl methyl ether (0.09 mL, 0.97 mmol) was added. The mixture was stirred for 18 hr at room temperature, water was added and the mixture extracted with ethyl acetate (3×3 mL). The combined extracts were washed with wa...